Dataset: the Open Reaction Database (ORD), a public repository of structured organic reaction records. Task: describe an organic reaction: reactants, conditions, products, and yield Starting materials: O=C(n1ccnc1)n1ccnc1, CCOC(=O)CC(=O)[O-], CCOC(C)=O, Cl, [Mg+], C1CCOC1, O, O=C(O)c1ccccc1F. Product: CCOC(=O)CC(=O)c1ccccc1F. RXN SMILES: [C:11]([n:12]1[cH:13][cH:14][n:15][cH:16]1)([n:17]1[cH:18][cH:19][n:20][cH:21]1)=[O:22].[C:24]([CH2:25][C:26]([O-:27])=[O:28])(=[O:29])[O:30][CH2:31][CH3:32].[CH3:40][CH2:41][O:42][C:43](=[O:44])[CH3:45].[ClH:33].[Mg+:23].[O:34]1[CH2:35][CH2:36][CH2:37][CH2:38]1.[OH2:39].[OH:1][C:2](=[O:3])[c:4]1[cH:5][cH:6][cH:7][cH:8][c:9]1[F:10]>>[C:2](=[O:3])([c:4]1[cH:5][cH:6][cH:7][cH:8][c:9]1[F:10])[CH2:25][C:24](=[O:29])[O:30][CH2:31][CH3:32].